This data is from the Open Reaction Database (ORD), a public repository of structured organic reaction records. The task is: describe an organic reaction: reactants, conditions, products, and yield Starting materials: CO, CCOC(=N)c1ccc(C(=O)Nc2ccc(Cl)c(-c3ccccn3)c2)cc1, NCC(F)(F)F. Product: N=C(NCC(F)(F)F)c1ccc(C(=O)Nc2ccc(Cl)c(-c3ccccn3)c2)cc1. RXN SMILES: [CH3:34][OH:35].[Cl:1][c:2]1[c:3](-[c:22]2[n:23][cH:24][cH:25][cH:26][cH:27]2)[cH:4][c:5]([NH:8][C:9](=[O:10])[c:11]2[cH:12][cH:13][c:14]([C:15]([O:16][CH2:17][CH3:18])=[NH:19])[cH:20][cH:21]2)[cH:6][cH:7]1.[F:28][C:29]([CH2:30][NH2:31])([F:32])[F:33]>>[Cl:1][c:2]1[c:3](-[c:22]2[n:23][cH:24][cH:25][cH:26][cH:27]2)[cH:4][c:5]([NH:8][C:9](=[O:10])[c:11]2[cH:12][cH:13][c:14]([C:15](=[NH:19])[NH:31][CH2:30][C:29]([F:28])([F:32])[F:33])[cH:20][cH:21]2)[cH:6][cH:7]1. Reactants: O=C([O-])[O-], C=CCBr, C=CCOc1ccc(C)c2c1CCC2, C=CCOCC=C, Cc1ccc(O)c2c1CCC2, [K+], [K+], Cc1cc(C)cc(C)c1. Yields the product C=CCc1cc(C)c2c(c1O)CCC2. As a reaction SMILES: [C:12](=[O:13])([O-:14])[O-:15].[CH2:18]([CH:19]=[CH2:20])[Br:21].[CH2:22]([O:23][c:24]1[cH:25][cH:26][c:27]([CH3:28])[c:29]2[c:30]1[CH2:31][CH2:32][CH2:33]2)[CH:34]=[CH2:35].[CH2:36]([O:37][CH2:38][CH:39]=[CH2:40])[CH:41]=[CH2:42].[CH3:1][c:2]1[cH:3][cH:4][c:5]([OH:11])[c:6]2[c:10]1[CH2:9][CH2:8][CH2:7]2.[K+:16].[K+:17].[c:43]1([CH3:44])[cH:45][c:46]([CH3:47])[cH:48][c:49]([CH3:50])[cH:51]1>>[CH3:1][c:2]1[cH:3][c:4]([CH2:20][CH:19]=[CH2:18])[c:5]([OH:11])[c:6]2[c:10]1[CH2:9][CH2:8][CH2:7]2. Reactants: CC1=CC=C(CCl)C=C1 (p-methyl benzyl chloride), C(C)(CC)Cl (sec.-butyl chloride), [K] (potassium). The solvent is C1(=CC=CC=C1)C (toluene), C1(=CC=CC=C1)C (toluene). Conditions: temperature 50 celsius. Product: CC(CC)CC1=CC=C(C=C1)C (3-methyl-4-(p-tolyl) butane). As a reaction SMILES: [CH3:1][C:2]1[CH:9]=[CH:8][C:5]([CH2:6]Cl)=[CH:4][CH:3]=1.[CH:10](Cl)([CH2:12][CH3:13])[CH3:11].[K]>C1(C)C=CC=CC=1>[CH3:11][CH:10]([CH2:6][C:5]1[CH:8]=[CH:9][C:2]([CH3:1])=[CH:3][CH:4]=1)[CH2:12][CH3:13] |^1:14|. Procedure details: 0.05 Mol of p-methyl benzyl chloride and 0.05 mol of sec.-butyl chloride were dissolved in 100 ml. of toluene. The solution obtained was added dropwise to a toluene solution containing 0.1 mol of potassium metal with thorough stirring while obtaining the temperature of the solution at 20° to 30°C. After the addition, the temperature of the solution was raised to 50°C. with thorough stirring to complete the reaction. After the reaction, the product became black violet, and a white powder was prec... The reactants are C(C)(=O)OC(C)=O (acetic anhydride), N1=CC=CC=C1 (pyridine), C(C)(=O)OC(C)=O (acetic anhydride), NC1=CC=C(C=C1)C1=NC(=NS1)NC(N(CCC1=NC=CC=C1)CCC(C1=CC=CC=C1)C1=CC=CC=C1)=O (3-(5-(4-aminophenyl)-1,2,4-thiadiazol-3-yl)-1-(3,3-diphenylpropyl)-1-(2-(pyridin-2-yl)ethyl)urea). The reagents and catalysts are CN(C)C=1C=CN=CC1 (DMAP). The solvent is C(Cl)Cl (DCM), hexanes, C(Cl)Cl (DCM), CCOC(=O)C (EtOAc). Conditions: time 1 hour. The product is C1(=CC=CC=C1)C(CCN(C(=O)NC1=NSC(=N1)C1=CC=C(C=C1)NC(C)=O)CCC1=NC=CC=C1)C1=CC=CC=C1 (N-(4-(3-(((3,3-diphenylpropyl)(2-(2-pyridinyl)ethyl)carbamoyl)amino)-1,2,4-thiadiazol-5-yl)phenyl)acetamide). RXN SMILES: [NH2:1][C:2]1[CH:7]=[CH:6][C:5]([C:8]2[S:12][N:11]=[C:10]([NH:13][C:14](=[O:39])[N:15]([CH2:24][CH2:25][CH:26]([C:33]3[CH:38]=[CH:37][CH:36]=[CH:35][CH:34]=3)[C:27]3[CH:32]=[CH:31][CH:30]=[CH:29][CH:28]=3)[CH2:16][CH2:17][C:18]3[CH:23]=[CH:22][CH:21]=[CH:20][N:19]=3)[N:9]=2)=[CH:4][CH:3]=1.N1C=CC=CC=1.[C:46](OC(=O)C)(=[O:48])[CH3:47]>C(Cl)Cl.CN(C1C=CN=CC=1)C.CCOC(C)=O>[C:27]1([CH:26]([C:33]2[CH:38]=[CH:37][CH:36]=[CH:35][CH:34]=2)[CH2:25][CH2:24][N:15]([CH2:16][CH2:17][C:18]2[CH:23]=[CH:22][CH:21]=[CH:20][N:19]=2)[C:14]([NH:13][C:10]2[N:9]=[C:8]([C:5]3[CH:4]=[CH:3][C:2]([NH:1][C:46](=[O:48])[CH3:47])=[CH:7][CH:6]=3)[S:12][N:11]=2)=[O:39])[CH:28]=[CH:29][CH:30]=[CH:31][CH:32]=1. Reported procedure: To a solution of 3-(5-(4-aminophenyl)-1,2,4-thiadiazol-3-yl)-1-(3,3-diphenylpropyl)-1-(2-(pyridin-2-yl)ethyl)urea (0.042 g, 0.079 mmol), prepared in the previous step, in DCM (1.5 mL) at 0° C. was added pyridine (50 μL, 49 mg, 0.62 mmol) and acetic anhydride (9.0 μL, 9.0 mg, 0.088 mmol). The reaction mixture was warmed to room temperature. After 1 h, additional acetic anhydride (10 μL) and a small amount of DMAP were added. Stirring was continued at room temperature. After 3 h, the reaction mixt... Starting materials: ClC=1C=C(C=CC1)N1C(=NOC1=O)C=1C(=NON1)NC(=O)NC1=CC=CC=C1 (N-{4-[4-(3-chlorophenyl)-5-oxo-4,5-dihydro-1,2,4-oxadiazol-3-yl]-1,2,5-oxadiazol-3-yl}-N′-phenylurea), [OH-].[Na+] (sodium hydroxide). Run in C(C)O (ethanol), O (water). Reaction conditions: time 30 minute. Yields the product N(C1=CC=CC=C1)C(=O)N(C=1C(=NON1)C(NC1=CC(=CC=C1)Cl)=NO)C(=O)NC1=CC=CC=C1 (4-[Bis(anilinocarbonyl)amino]-N-(3-chlorophenyl)-N′-hydroxy-1,2,5-oxadiazole-3-carboximidamide), N(C1=CC=CC=C1)C(=O)NC=1C(=NON1)C(NC1=CC(=CC=C1)Cl)=NO (4-[(anilinocarbonyl)amino]-N-(3-chlorophenyl)-N′-hydroxy-1,2,5-oxadiazole-3-carboximidamide). Yield: 38.0%. As a reaction SMILES: [Cl:1][C:2]1[CH:3]=[C:4]([N:8]2C(=O)[O:11][N:10]=[C:9]2[C:14]2[C:15]([NH:19][C:20]([NH:22][C:23]3[CH:28]=[CH:27][CH:26]=[CH:25][CH:24]=3)=[O:21])=[N:16][O:17][N:18]=2)[CH:5]=[CH:6][CH:7]=1.[OH-:29].[Na+]>C(O)C.O>[NH:8]([C:9]([N:19]([C:20]([NH:22][C:23]1[CH:28]=[CH:27][CH:26]=[CH:25][CH:24]=1)=[O:21])[C:15]1[C:14]([C:9](=[N:10][OH:11])[NH:8][C:4]2[CH:5]=[CH:6][CH:7]=[C:2]([Cl:1])[CH:3]=2)=[N:18][O:17][N:16]=1)=[O:29])[C:4]1[CH:5]=[CH:6][CH:7]=[CH:2][CH:3]=1.[NH:22]([C:20]([NH:19][C:15]1[C:14]([C:9](=[N:10][OH:11])[NH:8][C:4]2[CH:5]=[CH:6][CH:7]=[C:2]([Cl:1])[CH:3]=2)=[N:18][O:17][N:16]=1)=[O:21])[C:23]1[CH:24]=[CH:25][CH:26]=[CH:27][CH:28]=1 |f:1.2|. Procedure details: A solution of N-{4-[4-(3-chlorophenyl)-5-oxo-4,5-dihydro-1,2,4-oxadiazol-3-yl]-1,2,5-oxadiazol-3-yl}-N′-phenylurea (17 mg, 43 μmol) in ethanol (1.5 mL) was treated with 2.0 M sodium hydroxide in water (0.3 mL) and stirred for 30 min. Purification of the crude reaction mixture by preparative HPLC gave the desired product 4-[(anilinocarbonyl)amino]-N-(3-chlorophenyl)-N′-hydroxy-1,2,5-oxadiazole-3-carboximidamide (6 mg, 38%). LCMS for C16H14ClN6O3 (M+H)+: m/z=373.0.